Dataset: the Open Reaction Database (ORD), a public repository of structured organic reaction records. Task: describe an organic reaction: reactants, conditions, products, and yield The reactants are O=C1CC(OC2=CC=C(C=C12)C=1C=C(C#N)C=CC1)C=1C=NC=CC1 (3-(4-oxo-2-(pyridine-3-yl)chroman-6-yl)benzonitrile), ice water, C[Si](C)(C)N=C=N[Si](C)(C)C (bis-trimethylsilylcarbodiimide). The reagents and catalysts are Cl[Ti](Cl)(Cl)Cl (TiCl4). Run in C(Cl)Cl (DCM). Conditions: time 1 hour. Product: C(#N)C=1C=C(C=CC1)C=1C=C2\C(\CC(OC2=CC1)C=1C=NC=CC1)=N\C#N ((E)-N-(6-(3-cyanophenyl)-2-(pyridine-3-yl)chroman-4-ylidene)cyanamide). Isolated yield 90.8%. RXN SMILES: O=[C:2]1[C:11]2[C:6](=[CH:7][CH:8]=[C:9]([C:12]3[CH:13]=[C:14]([CH:17]=[CH:18][CH:19]=3)[C:15]#[N:16])[CH:10]=2)[O:5][CH:4]([C:20]2[CH:21]=[N:22][CH:23]=[CH:24][CH:25]=2)[CH2:3]1.C[Si]([N:30]=[C:31]=[N:32][Si](C)(C)C)(C)C>C(Cl)Cl.Cl[Ti](Cl)(Cl)Cl>[C:15]([C:14]1[CH:13]=[C:12]([C:9]2[CH:10]=[C:11]3[C:6](=[CH:7][CH:8]=2)[O:5][CH:4]([C:20]2[CH:21]=[N:22][CH:23]=[CH:24][CH:25]=2)[CH2:3]/[C:2]/3=[N:32]\[C:31]#[N:30])[CH:19]=[CH:18][CH:17]=1)#[N:16]. Reported procedure: To a solution of 3-(4-oxo-2-(pyridine-3-yl)chroman-6-yl)benzonitrile (70 mg, 0.22 mmol) in anhydrous DCM (3 mL) was added TiCl4 (1 M solution in DCM, 293 mg, 1.54 mmol) dropwise within 15 minutes at room temperature in the absence of light. The resulting mixture was stirred for 1 h after the addition. To this mixture was added bis-trimethylsilylcarbodiimide (164 mg, 0.88 mmol) dropwise. The resulting mixture was stirred overnight. The reaction mixture was poured into ice-water and extracted with... Starting materials: C1CCOC1, COc1cc2c(Cl)ncnc2cc1OCCCN1CCOCC1, [H-], O=C1Cc2cc([N+](=O)[O-])ccc2N1, [Na+], CN(C)C=O. Yields the product Cl, COc1cc2c(C3C(=O)Nc4ccc([N+](=O)[O-])cc43)ncnc2cc1OCCCN1CCOCC1. RXN SMILES: [CH2:44]1[O:45][CH2:46][CH2:47][CH2:48]1.[Cl:16][c:17]1[n:18][cH:19][n:20][c:21]2[cH:22][c:23]([O:29][CH2:30][CH2:31][CH2:32][N:33]3[CH2:34][CH2:35][O:36][CH2:37][CH2:38]3)[c:24]([O:27][CH3:28])[cH:25][c:26]12.[H-:14].[N+:1](=[O:2])([O-:3])[c:4]1[cH:5][c:6]2[c:10]([cH:11][cH:12]1)[NH:9][C:8](=[O:13])[CH2:7]2.[Na+:15].[O:39]=[CH:40][N:41]([CH3:42])[CH3:43]>>[ClH:16].[N+:1](=[O:2])([O-:3])[c:4]1[cH:5][c:6]2[c:10]([cH:11][cH:12]1)[NH:9][C:8](=[O:13])[CH:7]2[c:17]1[n:18][cH:19][n:20][c:21]2[cH:22][c:23]([O:29][CH2:30][CH2:31][CH2:32][N:33]3[CH2:34][CH2:35][O:36][CH2:37][CH2:38]3)[c:24]([O:27][CH3:28])[cH:25][c:26]12. Isolated yield 77.0%. Solvent: ClCCl (dichloromethane). As a reaction SMILES: [Cl:1][C:2]1[C:3]([O:30][C@H:31]2[CH2:36][C@@H:35]([OH:37])[CH2:34][CH2:33][C@@H:32]2[C:38]2[N:42]([CH3:43])[N:41]=[CH:40][CH:39]=2)=[CH:4][C:5]([F:29])=[C:6]([S:8]([N:11](CC2C=CC(OC)=CC=2OC)[C:12]2[CH:17]=[CH:16][N:15]=[CH:14][N:13]=2)(=[O:10])=[O:9])[CH:7]=1.C([SiH](CC)CC)C.FC(F)(F)C(O)=O>ClCCl>[Cl:1][C:2]1[C:3]([O:30][C@H:31]2[CH2:36][C@@H:35]([OH:37])[CH2:34][CH2:33][C@@H:32]2[C:38]2[N:42]([CH3:43])[N:41]=[CH:40][CH:39]=2)=[CH:4][C:5]([F:29])=[C:6]([S:8]([NH:11][C:12]2[CH:17]=[CH:16][N:15]=[CH:14][N:13]=2)(=[O:10])=[O:9])[CH:7]=1. Reactants: ClC=1C(=CC(=C(C1)S(=O)(=O)N(C1=NC=NC=C1)CC1=C(C=C(C=C1)OC)OC)F)O[C@@H]1[C@H](CC[C@@H](C1)O)C1=CC=NN1C (5-chloro-N-(2,4-dimethoxybenzyl)-2-fluoro-4-{[(1S*,2R*,5S*)-5-hydroxy-2-(1-methyl-1H-pyrazol-5-yl)cyclohexyl]oxy}-N-(pyrimidin-4-yl)benzenesulfonamide), C(C)[SiH](CC)CC (triethylsilane), FC(C(=O)O)(F)F (trifluoroacetic acid). Procedure details: The reaction and aftertreatment were conducted in the same manner as in Example 1b by using the 5-chloro-N-(2,4-dimethoxybenzyl)-2-fluoro-4-{[(1S*,2R*,5S*)-5-hydroxy-2-(1-methyl-1H-pyrazol-5-yl)cyclohexyl]oxy}-N-(pyrimidin-4-yl)benzenesulfonamide (148 mg, 0.217 mmol) prepared in Example 163h, triethylsilane (0.10 mL), trifluoroacetic acid (1.0 mL) and dichloromethane (1.0 mL), to yield the title compound (80.5 mg, 77%) as a colorless solid. Yields the product ClC=1C(=CC(=C(C1)S(=O)(=O)NC1=NC=NC=C1)F)O[C@@H]1[C@H](CC[C@@H](C1)O)C1=CC=NN1C (5-Chloro-2-fluoro-4-{[(1S*,2R*,5S*)-5-hydroxy-2-(1-methyl-1H-pyrazol-5-yl)cyclohexyl]oxy}-N-(pyrimidin-4-yl)benzenesulfonamide). Starting materials: C1(=CC=CC=C1)C=CN1C(NC2=C1C=CC=C2)=O (1-( -phenylvinyl)-2,3-dihydro-1H-benzimidazol-2-one), ClCCCCCCCl (1,6-dichloro hexane). Product: ClCCCCCCN1C(NC2=C1C=CC=C2)=O (1-(6-Chlorohexyl)-2,3-dihydro-1H-benzimidazol-2-one). Reaction SMILES: [C:1]1([CH:7]=[CH:8][N:9]2[C:13]3[CH:14]=[CH:15][CH:16]=[CH:17][C:12]=3[NH:11][C:10]2=[O:18])C=C[CH:4]=[CH:3][CH:2]=1.[Cl:19]CCCCCCCl>>[Cl:19][CH2:4][CH2:3][CH2:2][CH2:1][CH2:7][CH2:8][N:9]1[C:13]2[CH:14]=[CH:15][CH:16]=[CH:17][C:12]=2[NH:11][C:10]1=[O:18]. Reported procedure: The above mentioned compound was prepared analogously to the procedure described in J. Het. Chem. 18, 85 (1981) from 1-( -phenylvinyl)-2,3-dihydro-1H-benzimidazol-2-one and 1,6-dichloro hexane. The protecting group was then removed by acid hydrolysis with hydrochloric acid following the above procedure. M.p. 80°-84° C.